This data is from the Open Reaction Database (ORD), a public repository of structured organic reaction records. The task is: describe an organic reaction: reactants, conditions, products, and yield Reactants: COC1=CC=C(C=C1)[C@@H]1SC2=C(N(C([C@@H]1OC(CC)=O)=O)CCN(C)C(=O)OCC1=CC=CC=C1)C=CC(=C2)Cl ((-)-cis-2-(4-methoxyphenyl)-3-propionyloxy-5-[2-(N-benzyloxycarbonyl-N-methylamino)ethyl]-8-chloro-2,3-dihydro-1,5-benzothiazepin-4(5H)-one), Br.C(C)(=O)O (hydrogen bromide acetic acid). Run in C1=CC=CC=C1 (benzene). Reaction conditions: time 5 hour. Yields the product COC1=CC=C(C=C1)[C@@H]1SC2=C(N(C([C@@H]1OC(CC)=O)=O)CCNC)C=CC(=C2)Cl ((-)-cis-2-(4-methoxyphenyl)-3-propionyloxy-5-[2-(N-methylamino)ethyl]-8-chloro-2,3-dihydro-1,5-benzothiazepin-4(5H)-one). Isolated yield 87.0%. As a reaction SMILES: [CH3:1][O:2][C:3]1[CH:8]=[CH:7][C:6]([C@H:9]2[C@@H:15]([O:16][C:17](=[O:20])[CH2:18][CH3:19])[C:14](=[O:21])[N:13]([CH2:22][CH2:23][N:24](C(OCC3C=CC=CC=3)=O)[CH3:25])[C:12]3[CH:36]=[CH:37][C:38]([Cl:40])=[CH:39][C:11]=3[S:10]2)=[CH:5][CH:4]=1.Br.C(O)(=O)C>C1C=CC=CC=1>[CH3:1][O:2][C:3]1[CH:8]=[CH:7][C:6]([C@H:9]2[C@@H:15]([O:16][C:17](=[O:20])[CH2:18][CH3:19])[C:14](=[O:21])[N:13]([CH2:22][CH2:23][NH:24][CH3:25])[C:12]3[CH:36]=[CH:37][C:38]([Cl:40])=[CH:39][C:11]=3[S:10]2)=[CH:5][CH:4]=1 |f:1.2|. Reported procedure: A mixture of 985 mg of (-)-cis-2-(4-methoxyphenyl)-3-propionyloxy-5-[2-(N-benzyloxycarbonyl-N-methylamino)ethyl]-8-chloro-2,3-dihydro-1,5-benzothiazepin-4(5H)-one, 1.6 ml of 25% hydrogen bromide-acetic acid and 5 ml of benzene is stirred for 5 hours under ice-cooling. Then, the mixture is evaporated at room temperature to remove benzene. Ether is added to the residue, and the precipitates are collected by filtration and washed with ether. Water is added to said precipitates, and the aqueous mixt... Reactants: C(C)OC1=CC=C(C=N1)[C@H](COC)NC(=O)[C@@H]1[C@H](C1)C1=CC=CC=C1 ((1S,2S)-2-Phenyl-cyclopropanecarboxylic acid [(R)-1-(6-ethoxy-pyridin-3-yl)-2-methoxy-ethyl]-amide), using Compound 45. The solvent is C(Cl)(Cl)Cl (CHCl3). The product is COC[C@@H](C=1C=NC(=CC1)OC1CCOCC1)NC(=O)[C@@H]1[C@H](C1)C1=CC=CC=C1 ((1S,2S)-2-Phenyl-cyclopropanecarboxylic acid {(R)-2-methoxy-1-[6-(tetrahydro-pyran-4-yloxy)-pyridin-3-yl]-ethyl}-amide). As a reaction SMILES: [CH2:1]([O:3][C:4]1[N:9]=[CH:8][C:7]([C@@H:10]([NH:14][C:15]([C@H:17]2[CH2:19][C@@H:18]2[C:20]2[CH:25]=[CH:24][CH:23]=[CH:22][CH:21]=2)=[O:16])[CH2:11][O:12][CH3:13])=[CH:6][CH:5]=1)[CH3:2]>C(Cl)(Cl)Cl>[CH3:13][O:12][CH2:11][C@H:10]([NH:14][C:15]([C@H:17]1[CH2:19][C@@H:18]1[C:20]1[CH:21]=[CH:22][CH:23]=[CH:24][CH:25]=1)=[O:16])[C:7]1[CH:8]=[N:9][C:4]([O:3][CH:1]2[CH2:2][CH2:1][O:3][CH2:4][CH2:2]2)=[CH:5][CH:6]=1. Reported procedure: Prepared analogously to Compound 46 using Compound 45. Yield=343 mg (20%) as a solid. 1H NMR (400 MHz, COCl3): δ8.10-8.11 (d, J=2.4 Hz, 1H), 7.54-7.57 (m, 1H), 7.25-7.29 (m, 2H), 7.18-7.21 (m, 1H), 7.05-7.07 (m, 2H), 6.66-6.88 (t, J=4.2 Hz, 1H), 6.38-4.40 (d, J=7.2 Hz, 1H), 5.20-5.21 (m, 1H), 5.10-5.12 (m, 1H), 3.94-3.99 (m, 2H), 3.57-3.69 (m, 4H), 3.37 (s, 3H), 2.42-2.49 (m, 1H), 2.02-2.08 (m, 2H), 1.61-1.79 (m, 4H), 1.25-1.28 (m, 1H) [α]D20=159.3 (c=0.198 g/100 mL, CHCl3). LC-MS (m/z) 383.15 (... Reactants: COC(NC=1SC2=C(N1)C=CC(=C2)O)=O (methyl(6-hydroxy-1,3-benzothiazol-2-yl)carbamate), N1(CCOCC1)CCN (2-morpholin-4-ylethylamine). Run in CN1C(CCC1)=O (1-methyl-pyrrolidin-2-one). Run at time 25 minute. Yields the product OC1=CC2=C(N=C(S2)NC(=O)NCCN2CCOCC2)C=C1 (1-(6-hydroxy-1,3-benzothiazol-2-yl)-3-(2-morpholin-4-ylethyl)urea). Isolated yield 93.9%. Reaction SMILES: CO[C:3](=[O:15])[NH:4][C:5]1[S:6][C:7]2[CH:13]=[C:12]([OH:14])[CH:11]=[CH:10][C:8]=2[N:9]=1.[N:16]1([CH2:22][CH2:23][NH2:24])[CH2:21][CH2:20][O:19][CH2:18][CH2:17]1>CN1CCCC1=O>[OH:14][C:12]1[CH:11]=[CH:10][C:8]2[N:9]=[C:5]([NH:4][C:3]([NH:24][CH2:23][CH2:22][N:16]3[CH2:21][CH2:20][O:19][CH2:18][CH2:17]3)=[O:15])[S:6][C:7]=2[CH:13]=1. Procedure details: In a 10 cm3 tube, 200 mg of methyl(6-hydroxy-1,3-benzothiazol-2-yl)carbamate are suspended in 6 cm3 of 1-methyl-pyrrolidin-2-one, and 580 mg of 2-morpholin-4-ylethylamine are added. After closing, the tube is placed in the microwave oven at a temperature in the region of 150° C. for about 25 minutes. After concentrating to dryness under reduced pressure, the residue obtained is purified by flash chromatography on a column of silica [eluent: dichloromethane/methanol (95/5 by volume)]. 270 mg of 1... The reactants are Cl (hydrogen chloride), ClC1=CC=C(C=C1)CC#N (4-chlorophenylacetonitrile), C(C)O (ethanol). The solvent is CCOCC (ether). Run at time 3 day. The product is Cl.ClC1=CC=C(C=C1)CC(OCC)=N (ethyl 4-chlorophenylacetimidate hydrochloride). RXN SMILES: Cl.[Cl:2][C:3]1[CH:8]=[CH:7][C:6]([CH2:9][C:10]#[N:11])=[CH:5][CH:4]=1.[CH2:12]([OH:14])[CH3:13]>CCOCC>[ClH:2].[Cl:2][C:3]1[CH:8]=[CH:7][C:6]([CH2:9][C:10](=[NH:11])[O:14][CH2:12][CH3:13])=[CH:5][CH:4]=1 |f:4.5|. Procedure: Dry hydrogen chloride was passed into a mixture of 4-chlorophenylacetonitrile (50.5 g.) and dry ethanol (16.1 g., 20.1 ml.) until a weight increase of 14.6 g. was obtained. The mixture was allowed to stand at room temperature for 3 days; the resulting crystalline mass was broken up, digested thoroughly with dry ether, filtered, and dried in vacuo to give ethyl 4-chlorophenylacetimidate hydrochloride. The reactants are CCCC[N+](CCCC)(CCCC)CCCC, C1CCOC1, [F-], CC1C(c2cc(C(F)(F)F)cc(C(F)(F)F)c2)OC(=O)N1Cc1cc(C(F)(F)F)ccc1-c1nc(CO[Si](C)(C)C(C)(C)C)cs1. Yields the product CC1C(c2cc(C(F)(F)F)cc(C(F)(F)F)c2)OC(=O)N1Cc1cc(C(F)(F)F)ccc1-c1nc(CO)cs1. Reaction SMILES: [CH2:48]([N+:49]([CH2:50][CH2:51][CH2:52][CH3:53])([CH2:54][CH2:55][CH2:56][CH3:57])[CH2:58][CH2:59][CH2:60][CH3:61])[CH2:62][CH2:63][CH3:64].[CH2:65]1[O:66][CH2:67][CH2:68][CH2:69]1.[F-:47].[F:1][C:2]([c:3]1[cH:4][c:5]([CH:13]2[CH:14]([CH3:44])[N:15]([CH2:19][c:20]3[c:21](-[c:30]4[s:31][cH:32][c:33]([CH2:35][O:36][Si:37]([C:38]([CH3:39])([CH3:40])[CH3:41])([CH3:42])[CH3:43])[n:34]4)[cH:22][cH:23][c:24]([C:26]([F:27])([F:28])[F:29])[cH:25]3)[C:16](=[O:18])[O:17]2)[cH:6][c:7]([C:9]([F:10])([F:11])[F:12])[cH:8]1)([F:45])[F:46]>>[F:1][C:2]([c:3]1[cH:4][c:5]([CH:13]2[CH:14]([CH3:44])[N:15]([CH2:19][c:20]3[c:21](-[c:30]4[s:31][cH:32][c:33]([CH2:35][OH:36])[n:34]4)[cH:22][cH:23][c:24]([C:26]([F:27])([F:28])[F:29])[cH:25]3)[C:16](=[O:18])[O:17]2)[cH:6][c:7]([C:9]([F:10])([F:11])[F:12])[cH:8]1)([F:45])[F:46]. Reported procedure: Thionyl chloride (6 mL) was added over 1 min to a 0° C. solution of 2-iodo-3-methyl benzoic acid (3.0 g, 11.4 mmol) in DCM (10 mL). The solution was stirred for 24 h at rt and the volatile components were removed in vacuo. A portion of the crude acid chloride (955 mg) was dissolved in THF (15 mL) and NaBH4 (380 mg, 10 mmol) was added. After stirring for 90 min, multiple spots were evident by TLC analysis. The reaction mixture was cooled to −78° C. and solid LiAlH4 (300 mg, 7.91 mmol) was added. ... As a reaction SMILES: S(Cl)(Cl)=O.[I:5][C:6]1[C:14]([CH3:15])=[CH:13][CH:12]=[CH:11][C:7]=1[C:8](O)=[O:9].[BH4-].[Na+].[H-].[H-].[H-].[H-].[Li+].[Al+3]>C(Cl)Cl>[I:5][C:6]1[C:14]([CH3:15])=[CH:13][CH:12]=[CH:11][C:7]=1[CH2:8][OH:9] |f:2.3,4.5.6.7.8.9|. The yield is 26.6%. Product: IC1=C(C=CC=C1C)CO ((2-Iodo-3-methyl-phenyl)-methanol). Run in C(Cl)Cl (DCM). Run at time 24 hour. The reactants are [H-].[H-].[H-].[H-].[Li+].[Al+3] (LiAlH4), S(=O)(Cl)Cl (Thionyl chloride), IC1=C(C(=O)O)C=CC=C1C (2-iodo-3-methyl benzoic acid), [BH4-].[Na+] (NaBH4). Reactants: C1(CC1)C1=NC(=NO1)C=1N=CN2C1C(N(C1=CC=CC=C21)CC2=CC=C(C=C2)N2C(C=1C(C2=O)=CC=CC1)=O)=O (3-(5-cyclopropyl-1,2,4-oxadiazol-3-yl)-4,5-dihydro-4-oxo-5-(4-phthalimidobenzyl)-imidazo[1,5-a]quinoxaline), NN (hydrazine). Run in C(C)O (ethanol). Conditions: time 1.5 hour. Product: NC1=CC=C(CN2C(C=3N(C4=CC=CC=C24)C=NC3C3=NOC(=N3)C3CC3)=O)C=C1 (5-(4-aminobenzyl)-3-(5-cyclopropyl-1,2,4-oxadiazol-3-yl)-4,5-dihydro-4-oxo-imidazo[1,5-a]quinoxaline). As a reaction SMILES: [CH:1]1([C:4]2[O:8][N:7]=[C:6]([C:9]3[N:10]=[CH:11][N:12]4[C:21]5[C:16](=[CH:17][CH:18]=[CH:19][CH:20]=5)[N:15]([CH2:22][C:23]5[CH:28]=[CH:27][C:26]([N:29]6C(=O)C7=CC=CC=C7C6=O)=[CH:25][CH:24]=5)[C:14](=[O:40])[C:13]=34)[N:5]=2)[CH2:3][CH2:2]1.NN>C(O)C>[NH2:29][C:26]1[CH:27]=[CH:28][C:23]([CH2:22][N:15]2[C:16]3[C:21](=[CH:20][CH:19]=[CH:18][CH:17]=3)[N:12]3[CH:11]=[N:10][C:9]([C:6]4[N:5]=[C:4]([CH:1]5[CH2:3][CH2:2]5)[O:8][N:7]=4)=[C:13]3[C:14]2=[O:40])=[CH:24][CH:25]=1. Procedure details: A mixture of 3-(5-cyclopropyl-1,2,4-oxadiazol-3-yl)-4,5-dihydro-4-oxo-5-(4-phthalimidobenzyl)-imidazo[1,5-a]quinoxaline (0.46 g, 0.87 mmol) and hydrazine (2 ml) in ethanol (25 ml) was stirred at room temperature for 1.5 h. The precipitate was collected by filtration, washed with ethanol and dried to give the title compound, m.p. 246°-248° C.